This data is from the Open Reaction Database (ORD), a public repository of structured organic reaction records. The task is: describe an organic reaction: reactants, conditions, products, and yield The reactants are NC=1SC(=C(N1)C(=O)OC)C1=CC=CC=C1 (methyl 2-amino-5-phenyl-4-thiazolecarboxylate), NCCNC(OC(C)(C)C)=O (t-butyl (2-aminoethyl)carbamate). The solvent is CO (methanol). Yields the product NC=1SC(=C(N1)C(=O)NCCNC(OC(C)(C)C)=O)C1=CC=CC=C1 (t-butyl [2-(2-amino-5-phenyl-4thiazolecarboxamido)ethyl]carbamate). Isolated yield 45.1%. Reaction SMILES: [NH2:1][C:2]1[S:3][C:4]([C:11]2[CH:16]=[CH:15][CH:14]=[CH:13][CH:12]=2)=[C:5]([C:7]([O:9]C)=O)[N:6]=1.[NH2:17][CH2:18][CH2:19][NH:20][C:21](=[O:27])[O:22][C:23]([CH3:26])([CH3:25])[CH3:24]>CO>[NH2:1][C:2]1[S:3][C:4]([C:11]2[CH:16]=[CH:15][CH:14]=[CH:13][CH:12]=2)=[C:5]([C:7]([NH:17][CH2:18][CH2:19][NH:20][C:21](=[O:27])[O:22][C:23]([CH3:25])([CH3:24])[CH3:26])=[O:9])[N:6]=1. Procedure details: 5.0 g (21.3 mmol) of methyl 2-amino-5-phenyl-4-thiazolecarboxylate (which was prepared as described in J. Chem. Soc. Perk. Trans. I (1982) 159-164) and 6.84 g (42.7 mmol) of t-butyl (2-aminoethyl)carbamate were heated under reduced pressure for 2 hours at a bath temperature of 140°, whereby the methanol formed was distilled off continuously. After cooling the residue was dissolved in 50 ml of methylene chloride and chromatographed on 200 g of silica gel with a 9:1 mixture of methylene chloride a... The reactants are COc1ccc2c(Nc3c(C)cncc3C)cc(=O)[nH]c2c1OCC1CC1, Cl, [Na+], O=P([O-])([O-])[O-], [OH-]. Product: COc1ccc2c(Nc3c(C)cncc3C)cc(=O)[nH]c2c1O. Reaction SMILES: [CH:1]1([CH2:2][O:5][c:6]2[c:7]([O:26][CH3:27])[cH:8][cH:9][c:10]3[c:11]([NH:17][c:18]4[c:19]([CH3:25])[cH:20][n:21][cH:22][c:23]4[CH3:24])[cH:12][c:13](=[O:16])[nH:14][c:15]23)[CH2:3][CH2:4]1.[ClH:28].[Na+:35].[O-:29][P:30](=[O:31])([O-:32])[O-:33].[OH-:34]>>[OH:5][c:6]1[c:7]([O:26][CH3:27])[cH:8][cH:9][c:10]2[c:11]([NH:17][c:18]3[c:19]([CH3:25])[cH:20][n:21][cH:22][c:23]3[CH3:24])[cH:12][c:13](=[O:16])[nH:14][c:15]12. Starting materials: CN(C)C(=O)Oc1cccc(NC(=O)C2(Cc3c[nH]cn3)CCNCC2)c1, CCN(C(C)C)C(C)C, CC(C)O, Cc1c[nH]c2ncnc(Cl)c12. Product: Cc1c[nH]c2ncnc(N3CCC(Cc4c[nH]cn4)(C(=O)Nc4cccc(OC(=O)N(C)C)c4)CC3)c12. RXN SMILES: [CH3:1][N:2]([C:3]([O:4][c:5]1[cH:6][c:7]([NH:11][C:12](=[O:13])[C:14]2([CH2:20][c:21]3[n:22][cH:23][nH:24][cH:25]3)[CH2:15][CH2:16][NH:17][CH2:18][CH2:19]2)[cH:8][cH:9][cH:10]1)=[O:26])[CH3:27].[CH:39]([N:40]([CH2:41][CH3:42])[CH:43]([CH3:44])[CH3:45])([CH3:46])[CH3:47].[CH:48]([OH:49])([CH3:50])[CH3:51].[Cl:28][c:29]1[c:30]2[c:31]([n:32][cH:33][n:34]1)[nH:35][cH:36][c:37]2[CH3:38]>>[CH3:1][N:2]([C:3]([O:4][c:5]1[cH:6][c:7]([NH:11][C:12](=[O:13])[C:14]2([CH2:20][c:21]3[n:22][cH:23][nH:24][cH:25]3)[CH2:15][CH2:16][N:17]([c:29]3[c:30]4[c:31]([n:32][cH:33][n:34]3)[nH:35][cH:36][c:37]4[CH3:38])[CH2:18][CH2:19]2)[cH:8][cH:9][cH:10]1)=[O:26])[CH3:27]. Reactants: N1=CC=CC2=CC(=CC=C12)C(=O)OCC (ethyl quinoline-6-carboxylate), ClC1=CC(=CC=C1)C(=O)OO (m-chloroperbenzoic acid). Solvent: ClCCl (dichloromethane). Reaction conditions: time 8 hour. The product is ClC1=NC2=CC=C(C=C2C=C1)C(=O)OCC (Ethyl 2-chloroquinoline-6-carboxylate). Reaction SMILES: [N:1]1[C:10]2[C:5](=[CH:6][C:7]([C:11]([O:13][CH2:14][CH3:15])=[O:12])=[CH:8][CH:9]=2)[CH:4]=[CH:3][CH:2]=1.[Cl:16]C1C=CC=C(C(OO)=O)C=1>ClCCl>[Cl:16][C:2]1[CH:3]=[CH:4][C:5]2[C:10](=[CH:9][CH:8]=[C:7]([C:11]([O:13][CH2:14][CH3:15])=[O:12])[CH:6]=2)[N:1]=1. Reported procedure: 5.8 g (29 mmol) of ethyl quinoline-6-carboxylate was stirred in 80 ml of dichloromethane. 6.2 g of m-chloroperbenzoic acid was added to the obtained mixture under cooling with ice, and they were stirred at room temperature overnight. The mixture was washed with 10% aqueous sodium sulfite solution, saturated aqueous sodium hydrogencarbonate solution and saturated aqueous sodium chloride solution, and then dried over anhydrous magnesium sulfate. The solvent was evaporated. 70 ml of dichloromethane... Starting materials: C(C1=CC=CC=C1)OC=1C(=NC=C(N1)Br)NC=1SC=C(N1)CCC(=O)OC (Methyl 3-(2-(3-(benzyloxy)-5-bromopyrazin-2-ylamino)thiazol-4-yl)propanoate), C(C1=CC=CC=C1)B1C2CCCC1CCC2 (9-benzyl-9-bora-bicyclo[3.3.1]nonane), O (water). The reagents and catalysts are C1=CC=C(C=C1)P([C-]2C=CC=C2)C3=CC=CC=C3.C1=CC=C(C=C1)P([C-]2C=CC=C2)C3=CC=CC=C3.Cl[Pd]Cl.[Fe+2].ClCCl (PdCl2(dppf) dichloromethane). The solvent is CN(C)C=O (DMF). Product: C(C1=CC=CC=C1)C=1N=C(C(=NC1)NC=1SC=C(N1)CCC(=O)OC)OCC1=CC=CC=C1 (methyl 3-(2-(5-benzyl-3-(benzyloxy)pyrazin-2-ylamino)thiazol-4-yl)propanoate). The yield is 78.7%. As a reaction SMILES: [CH2:1]([O:8][C:9]1[C:10]([NH:16][C:17]2[S:18][CH:19]=[C:20]([CH2:22][CH2:23][C:24]([O:26][CH3:27])=[O:25])[N:21]=2)=[N:11][CH:12]=[C:13](Br)[N:14]=1)[C:2]1[CH:7]=[CH:6][CH:5]=[CH:4][CH:3]=1.[CH2:28](B1C2CCCC1CCC2)[C:29]1[CH:34]=[CH:33][CH:32]=[CH:31][CH:30]=1.O>CN(C=O)C.C1C=CC(P(C2C=CC=CC=2)[C-]2C=CC=C2)=CC=1.C1C=CC(P(C2C=CC=CC=2)[C-]2C=CC=C2)=CC=1.Cl[Pd]Cl.[Fe+2].ClCCl>[CH2:28]([C:13]1[N:14]=[C:9]([O:8][CH2:1][C:2]2[CH:7]=[CH:6][CH:5]=[CH:4][CH:3]=2)[C:10]([NH:16][C:17]2[S:18][CH:19]=[C:20]([CH2:22][CH2:23][C:24]([O:26][CH3:27])=[O:25])[N:21]=2)=[N:11][CH:12]=1)[C:29]1[CH:34]=[CH:33][CH:32]=[CH:31][CH:30]=1 |f:4.5.6.7.8|. Procedure: Methyl 3-(2-(3-(benzyloxy)-5-bromopyrazin-2-ylamino)thiazol-4-yl)propanoate (0.826 g, 1.84 mmol), 9-benzyl-9-bora-bicyclo[3.3.1]nonane (11.0 mL, 5.51 mmol), PdCl2(dppf) dichloromethane adduct (0.151 g, 0.184 mmol), were placed in DMF (25 mL), and water (2.5 mL) and heated to 60° C. for 90 minutes. Cooled reaction mixture to room temperature and partitioned between water and DCM. Layers were separated, dried, filtered, and concentrated. Purified by silica gel to give methyl 3-(2-(5-benzyl-3-(benz...